The task is: describe an organic reaction: reactants, conditions, products, and yield. This data is from the Open Reaction Database (ORD), a public repository of structured organic reaction records. Reactants: C1=CC2=C(C=C1C=O)OCO2 (piperonal), C(\C=C\C)(=O)N1CCCCC1 (crotonic acid piperidide), [OH-].C(C)[N+](CC1=CC=CC=C1)(CC)CC (triethylbenzylammonium hydroxide). The product is C(C1=CC=2OCOC2C=C1)=C/C=C/C(=O)N1CCCCC1 (piperonylidenecrotonic acid piperidide). As a reaction SMILES: [CH:1]1[C:6]([CH:7]=O)=[CH:5][C:4]2[O:9][CH2:10][O:11][C:3]=2[CH:2]=1.[C:12]([N:17]1[CH2:22][CH2:21][CH2:20][CH2:19][CH2:18]1)(=[O:16])/[CH:13]=[CH:14]/[CH3:15].[OH-].C([N+](CC)(CC)CC1C=CC=CC=1)C>>[CH:7](=[CH:15]/[CH:14]=[CH:13]/[C:12]([N:17]1[CH2:22][CH2:21][CH2:20][CH2:19][CH2:18]1)=[O:16])[C:6]1[CH:1]=[CH:2][C:3]2[O:11][CH2:10][O:9][C:4]=2[CH:5]=1 |f:2.3|. Procedure: 1 mol of piperonal is reacted with 1.1 mols of crotonic acid piperidide in the presence of 0.09 mol of triethylbenzylammonium hydroxide in 100 parts by volume of one of the solvents indicated in Table 3 which follows, under the conditions described in Example 1 to give piperonylidenecrotonic acid piperidide. The yields achieved are likewise indicated in Table 3. Yield: 44.8%. Product: OC(CC)C1=CC=C(C=N1)C1=CC=C(C(=O)OCC)C=C1 (ethyl 4-(6-(1-hydroxypropyl)pyridin-3-yl)benzoate). Reactants: C(C)[Mg]Br (Ethyl magnesium bromide), C(C)OCC (diethyl ether), C(=O)C1=CC=C(C=N1)C1=CC=C(C(=O)OCC)C=C1 (Ethyl 4-(6-formylpyridin-3-yl)benzoate). Run at temperature 0 celsius, time 2 hour. Procedure: Ethyl 4-(6-formylpyridin-3-yl)benzoate (500 mg, 1.9 mmol) in THF (15 mL) was cooled to 0° C., 3M Ethyl magnesium bromide in diethyl ether (1.3 mL, 3.9 mmol) was slowly added at 0° C., and the reaction mixture was stirred for 2 h at 0° C., while monitoring reaction progress by TLC. The reaction mixture was quenched with saturated NH4Cl solution (20 mL) and extracted with ethyl acetate (2×200 mL). The combined organic extracts were washed with brine solution (10 mL), the organic layer was dried ov... RXN SMILES: [CH:1]([C:3]1[N:8]=[CH:7][C:6]([C:9]2[CH:19]=[CH:18][C:12]([C:13]([O:15][CH2:16][CH3:17])=[O:14])=[CH:11][CH:10]=2)=[CH:5][CH:4]=1)=[O:2].[CH2:20]([Mg]Br)[CH3:21].C(OCC)C>C1COCC1>[OH:2][CH:1]([C:3]1[N:8]=[CH:7][C:6]([C:9]2[CH:19]=[CH:18][C:12]([C:13]([O:15][CH2:16][CH3:17])=[O:14])=[CH:11][CH:10]=2)=[CH:5][CH:4]=1)[CH2:20][CH3:21]. The solvent is C1CCOC1 (THF). Starting materials: N1CCCC1 (Pyrrolidine), N1C(=NC2=C1C=CC=C2)S(=O)(=O)N2C(CCCC2)C2=NOC(=N2)COC2=CC=C(C=O)C=C2 (4-(3-[1-(1H-benzo[d]imidazol-2-ylsulfonyl)-2-piperidyl]-1,2,4-oxadiazol-5-ylmethoxy)benzaldehyde), C(C)(=O)O[BH-](OC(C)=O)OC(C)=O.[Na+] (Sodium triacetoxyborohydride), C(C)(=O)O (acetic acid), C(C)(=O)O[BH-](OC(C)=O)OC(C)=O.[Na+] (Sodium triacetoxyborohydride). Solvent: O1CCCC1 (tetrahydrofuran). Run at time 6 hour. Product: N (ammonia), N1C(=NC2=C1C=CC=C2)S(=O)(=O)N2C(CCCC2)C2=NOC(=N2)COC2=CC=C(C=C2)CN2CCCC2 (3-[1-(1H-benzo[d]imidazol-2-ylsulfonyl)-2-piperidyl]-5-[4-(1-pyrrolidylmethyl)phenoxy]methyl-1,2,4-oxadiazole). As a reaction SMILES: [NH:1]1[CH2:5][CH2:4][CH2:3][CH2:2]1.[NH:6]1[C:10]2[CH:11]=[CH:12][CH:13]=[CH:14][C:9]=2[N:8]=[C:7]1[S:15]([N:18]1[CH2:23][CH2:22][CH2:21][CH2:20][CH:19]1[C:24]1[N:28]=[C:27]([CH2:29][O:30][C:31]2[CH:38]=[CH:37][C:34]([CH:35]=O)=[CH:33][CH:32]=2)[O:26][N:25]=1)(=[O:17])=[O:16].C(O[BH-](OC(=O)C)OC(=O)C)(=O)C.[Na+].C(O)(=O)C>O1CCCC1>[NH3:1].[NH:8]1[C:9]2[CH:14]=[CH:13][CH:12]=[CH:11][C:10]=2[N:6]=[C:7]1[S:15]([N:18]1[CH2:23][CH2:22][CH2:21][CH2:20][CH:19]1[C:24]1[N:28]=[C:27]([CH2:29][O:30][C:31]2[CH:38]=[CH:37][C:34]([CH2:35][N:1]3[CH2:5][CH2:4][CH2:3][CH2:2]3)=[CH:33][CH:32]=2)[O:26][N:25]=1)(=[O:16])=[O:17] |f:2.3|. Procedure: Pyrrolidine (19 μl) was added to a solution of 4-(3-[1-(1H-benzo[d]imidazol-2-ylsulfonyl)-2-piperidyl]-1,2,4-oxadiazol-5-ylmethoxy)benzaldehyde (85 mg) [see Preparation 22] in tetrahydrofuran (10 ml). Sodium triacetoxyborohydride (64 mg) was added followed by glacial acetic acid (11.5 μl). The reaction mixture was stirred under an atmosphere of nitrogen for 6 hours. Sodium triacetoxyborohydride (21 mg) was added and the mixture was stirred for 56 hours after which time the solvent was removed un... Reactants: O=C1CCc2[nH]c3ccccc3c21, O=CC1CCN(Cc2ccccc2)CC1, C1CCOC1, CC(=O)OC(C)=O, CC(C)[N-]C(C)C, [Li+]. Product: O=C1C(=CC2CCN(Cc3ccccc3)CC2)Cc2[nH]c3ccccc3c21. Reaction SMILES: [C:1]1(=[O:13])[CH2:2][CH2:3][c:4]2[nH:5][c:6]3[cH:7][cH:8][cH:9][cH:10][c:11]3[c:12]21.[CH2:14]([c:15]1[cH:16][cH:17][cH:18][cH:19][cH:20]1)[N:21]1[CH2:22][CH2:23][CH:24]([CH:27]=[O:28])[CH2:25][CH2:26]1.[CH2:44]1[O:45][CH2:46][CH2:47][CH2:48]1.[CH3:37][C:38]([O:39][C:40](=[O:41])[CH3:42])=[O:43].[CH:29]([N-:30][CH:31]([CH3:32])[CH3:33])([CH3:34])[CH3:35].[Li+:36]>>[C:1]1(=[O:13])[C:2](=[CH:27][CH:24]2[CH2:23][CH2:22][N:21]([CH2:14][c:15]3[cH:16][cH:17][cH:18][cH:19][cH:20]3)[CH2:26][CH2:25]2)[CH2:3][c:4]2[nH:5][c:6]3[cH:7][cH:8][cH:9][cH:10][c:11]3[c:12]21. Starting materials: [OH-].[Na+] (sodium hydroxide), O (water), O1C(COC2=C1C=CC=C2)CCC(=O)N2CCC(CC2)(C2=CC=CC=C2)O (1-[3-(1,4-benzodioxan-2-yl)propionyl]-4-hydroxy-4-phenylpiperidine), [H-].[Al+3].[Li+].[H-].[H-].[H-] (lithium aluminum hydride), O (water). Reagents/catalysts: C(C)(=O)OCC (ethyl acetate). Solvent: O1CCCC1 (tetrahydrofuran), O1CCCC1 (tetrahydrofuran). Reaction conditions: time 12 hour. The product is OC1(CCN(CC1)CCCC1COC2=C(O1)C=CC=C2)C2=CC=CC=C2 (2-[3-(4-hydroxy-4-phenylpiperidino)propyl]-1,4-benzodioxan). RXN SMILES: [O:1]1[C:6]2[CH:7]=[CH:8][CH:9]=[CH:10][C:5]=2[O:4][CH2:3][CH:2]1[CH2:11][CH2:12][C:13]([N:15]1[CH2:20][CH2:19][C:18]([OH:27])([C:21]2[CH:26]=[CH:25][CH:24]=[CH:23][CH:22]=2)[CH2:17][CH2:16]1)=O.[H-].[Al+3].[Li+].[H-].[H-].[H-].O.[OH-].[Na+]>O1CCCC1.C(OCC)(=O)C>[OH:27][C:18]1([C:21]2[CH:22]=[CH:23][CH:24]=[CH:25][CH:26]=2)[CH2:19][CH2:20][N:15]([CH2:13][CH2:12][CH2:11][CH:2]2[O:1][C:6]3[CH:7]=[CH:8][CH:9]=[CH:10][C:5]=3[O:4][CH2:3]2)[CH2:16][CH2:17]1 |f:1.2.3.4.5.6,8.9|. Reported procedure: The solution of 5 g of 1-[3-(1,4-benzodioxan-2-yl)propionyl]-4-hydroxy-4-phenylpiperidine in 50 ml of tetrahydrofuran is added to the stirred mixture of 2 g of lithium aluminum hydride and 50 ml of tetrahydrofuran at room temperature. Stirring is continued for 12 hours, whereupon the reaction mixture is decomposed with a few drops of ethyl acetate, 2 ml of water, 4 ml of 15% aqueous sodium hydroxide and 4 ml of water. It is filtered, the filtrate evaporated and the residue recrystallized from is... Reactants: S(=O)(=O)(O)C1=CC=C(C)C=C1.OCC1CC2=C1C=CC=C2 (1-hydroxymethylbenzocyclobutane tosylate), O1CCOC2=C1C=CC(=C2)N2CCNCC2 (4-(2,3-dihydrobenzo-1,4-dioxin-6-yl)piperazine), C(=O)([O-])[O-].[K+].[K+] (K2CO3). Run in C(C(C)C)C(=O)C (methyl isobutyl ketone). Reaction conditions: temperature 100 celsius. Product: oil, C1(CC2=C1C=CC=C2)CN2CCN(CC2)C2=CC1=C(OCCO1)C=C2 (1-(Benzocyclobutan-1-ylmethyl)-4-(2,3-dihydrobenzo-1,4-dioxin-6-yl)piperazine). Yield: 38.0%. Reaction SMILES: S(C1C=CC(C)=CC=1)(O)(=O)=O.O[CH2:13][CH:14]1[C:17]2[CH:18]=[CH:19][CH:20]=[CH:21][C:16]=2[CH2:15]1.[O:22]1[C:27]2[CH:28]=[CH:29][C:30]([N:32]3[CH2:37][CH2:36][NH:35][CH2:34][CH2:33]3)=[CH:31][C:26]=2[O:25][CH2:24][CH2:23]1.C([O-])([O-])=O.[K+].[K+]>C(C(C)=O)C(C)C>[CH:14]1([CH2:13][N:35]2[CH2:36][CH2:37][N:32]([C:30]3[CH:29]=[CH:28][C:27]4[O:22][CH2:23][CH2:24][O:25][C:26]=4[CH:31]=3)[CH2:33][CH2:34]2)[C:17]2[CH:18]=[CH:19][CH:20]=[CH:21][C:16]=2[CH2:15]1 |f:0.1,3.4.5|. Procedure details: 2.26 g (7.8×10-3 mol) of 1-hydroxymethylbenzocyclobutane tosylate, 1.7 g (7.8×10-3 mol) of 4-(2,3-dihydrobenzo-1,4-dioxin-6-yl)piperazine and 2.16 g (15.6×10-3 mol) of K2CO3 in 50 ml of methyl isobutyl ketone are mixed together. That mixture is heated at 100° C. for 8 hours and then cooled. The mixture is concentrated and the residue is taken up in water and ethyl acetate. Separation is carried out and the organic phase then extracted with 1N HCl. The aqueous phase is rendered basic with 1N NaOH... Reactants: CC(C)([O-])C.[K+] (potassium-t-butoxide), C1CCOC1 (THF), COC(=O)C1CCC(CC1)=O (4-oxocyclohexane carboxylic acid methylester). Run in O (Water). Conditions: time 1 hour. Yields the product COC(=O)C1CCC(CC1)C=O (4-formylcyclohexane carboxylic acid methyl ester). Yield: 79.3%. As a reaction SMILES: C[C:2](C)([O-:4])C.[K+].C1COCC1.[CH3:12][O:13][C:14]([CH:16]1[CH2:21][CH2:20][C:19](=O)[CH2:18][CH2:17]1)=[O:15]>O>[CH3:12][O:13][C:14]([CH:16]1[CH2:21][CH2:20][CH:19]([CH:2]=[O:4])[CH2:18][CH2:17]1)=[O:15] |f:0.1|. Reported procedure: To dried MTP 50.0 g (146 mmol), THF 500 ml was added, and potassium-t-butoxide 18.0 g (160 mmol) was added. The mixture was stirred for about one hour. To the reactant, a THF solution (100 ml) of 4-oxocyclohexane carboxylic acid methylester 21.9 g (140 mmol) was added dropwise, and the mixture was stirred for 2 hours. Water 500 ml was added to the reactant, the product was extracted with diethylether. The extract was washed with a sodium chloride aqueous solution, dried over anhydrous magnesium ...